From a dataset of the Open Reaction Database (ORD), a public repository of structured organic reaction records. describe an organic reaction: reactants, conditions, products, and yield Starting materials: C1COCCO1, CC(C)c1csc(C=Cc2ccn3c(=O)c(C=CC(=O)OC(C)(C)C)c(OCC4CCOC4)nc3c2)n1, Cl. The product is CC(C)c1csc(C=Cc2ccn3c(=O)c(C=CC(=O)O)c(OCC4CCOC4)nc3c2)n1. Reaction SMILES: [CH2:39]1[O:40][CH2:41][CH2:42][O:43][CH2:44]1.[CH:1]([CH3:2])([CH3:3])[c:4]1[n:5][c:6]([CH:9]=[CH:10][c:11]2[cH:12][c:13]3[n:14]([c:15](=[O:35])[c:16]([CH:26]=[CH:27][C:28](=[O:29])[O:30][C:31]([CH3:32])([CH3:33])[CH3:34])[c:17]([O:19][CH2:20][CH:21]4[CH2:22][O:23][CH2:24][CH2:25]4)[n:18]3)[cH:36][cH:37]2)[s:7][cH:8]1.[ClH:38]>>[CH:1]([CH3:2])([CH3:3])[c:4]1[n:5][c:6]([CH:9]=[CH:10][c:11]2[cH:12][c:13]3[n:14]([c:15](=[O:35])[c:16]([CH:26]=[CH:27][C:28](=[O:29])[OH:30])[c:17]([O:19][CH2:20][CH:21]4[CH2:22][O:23][CH2:24][CH2:25]4)[n:18]3)[cH:36][cH:37]2)[s:7][cH:8]1. Reactants: SC1=NC=CC=C1 (2-mercaptopyridine), [H-].[Na+] (sodium hydride), SC1=NC=CC=C1 (2-Mercaptopyridine), [H-].[Na+] (sodium hydride), ClCCCOCCN1C(=NC=2C(=NC=3C=CC=CC3C21)N)CCC (1-[2-(3-chloropropoxy)ethyl]-2-propyl-1H-imidazo[4,5-c]quinolin-4-amine), [H][H] (hydrogen). Run in CN(C)C=O (DMF), O (water). Conditions: time 2 hour. Product: C(CC)C=1N(C2=C(C(=NC=3C=CC=CC23)N)N1)CCOCCCSC1=NC=CC=C1 (2-propyl-1-(2-{3-[(pyridin-2-yl)thio]propoxy}ethyl)-1H-imidazo[4,5-c]quinolin-4-amine). Isolated yield 95.3%. As a reaction SMILES: [SH:1][C:2]1[CH:7]=[CH:6][CH:5]=[CH:4][N:3]=1.[H-].[Na+].[H][H].Cl[CH2:13][CH2:14][CH2:15][O:16][CH2:17][CH2:18][N:19]1[C:31]2[C:30]3[CH:29]=[CH:28][CH:27]=[CH:26][C:25]=3[N:24]=[C:23]([NH2:32])[C:22]=2[N:21]=[C:20]1[CH2:33][CH2:34][CH3:35]>CN(C=O)C.O>[CH2:33]([C:20]1[N:19]([CH2:18][CH2:17][O:16][CH2:15][CH2:14][CH2:13][S:1][C:2]2[CH:7]=[CH:6][CH:5]=[CH:4][N:3]=2)[C:31]2[C:30]3[CH:29]=[CH:28][CH:27]=[CH:26][C:25]=3[N:24]=[C:23]([NH2:32])[C:22]=2[N:21]=1)[CH2:34][CH3:35] |f:1.2|. Procedure: Under a nitrogen atmosphere 2-mercaptopyridine (1.23 g, 11.1 mmol) was added to a suspension of sodium hydride (0.41 g of 60%, 10 mmol) in DMF (30 mL). After hydrogen evolution had ceased, 1-[2-(3-chloropropoxy)ethyl]-2-propyl-1H-imidazo[4,5-c]quinolin-4-amine (3.20 g, 9.23 mmol) was added. After 2 hours analysis by HPLC indicated that starting material remained. 2-Mercaptopyridine (0.30 g) and sodium hydride (0.10 g) were added. After 3.5 hours the reaction mixture was poured into water with ra... RXN SMILES: [NH2:1][C:2]1[N:10]=[CH:9][N:8]=[C:7]2[C:3]=1[N:4]=[CH:5][N:6]2[CH:11]1[CH:15]([OH:16])[CH:14]([O:17][CH2:18][C:19]2[CH:24]=[CH:23][CH:22]=[CH:21][CH:20]=2)[C:13]([C:27]([C:40]2[CH:45]=[CH:44][CH:43]=[CH:42][CH:41]=2)([C:34]2[CH:39]=[CH:38][CH:37]=[CH:36][CH:35]=2)[O:28][SiH2:29][C:30]([CH3:33])([CH3:32])[CH3:31])([CH:25]=[CH2:26])[O:12]1.CN(C1C=CC=CN=1)C.[C:55]1([O:61][C:62](Cl)=[S:63])[CH:60]=[CH:59][CH:58]=[CH:57][CH:56]=1>C(#N)C>[C:55]1([O:61][C:62](=[S:63])[O:16][CH:15]2[CH:14]([O:17][CH2:18][C:19]3[CH:20]=[CH:21][CH:22]=[CH:23][CH:24]=3)[C:13]([C:27]([C:40]3[CH:45]=[CH:44][CH:43]=[CH:42][CH:41]=3)([C:34]3[CH:35]=[CH:36][CH:37]=[CH:38][CH:39]=3)[O:28][SiH2:29][C:30]([CH3:31])([CH3:32])[CH3:33])([CH:25]=[CH2:26])[O:12][CH:11]2[N:6]2[CH:5]=[N:4][C:3]3[C:7]2=[N:8][CH:9]=[N:10][C:2]=3[NH2:1])[CH:60]=[CH:59][CH:58]=[CH:57][CH:56]=1. Run in C(C)#N (acetonitrile). The reactants are NC1=C2N=CN(C2=NC=N1)C1OC(C(C1O)OCC1=CC=CC=C1)(C=C)C(O[SiH2]C(C)(C)C)(C1=CC=CC=C1)C1=CC=CC=C1 (2-(6-Amino-purin-9-yl)-4-benzyloxy-5-(tert-butyl-diphenyl-silanyloxymethyl)-5-vinyl-tetrahydro-furan-3-ol), CN(C)C1=NC=CC=C1 (dimethylamino pyridine), C1(=CC=CC=C1)OC(=S)Cl (PhOCSCl). Procedure: A flask was charged with 2-(6-Amino-purin-9-yl)-4-benzyloxy-5-(tert-butyl-diphenyl-silanyloxymethyl)-5-vinyl-tetrahydro-furan-3-ol, acetonitrile, dimethylamino pyridine (DMAP), and PhOCSCl. The reaction was stirred, extracted, and the solvent was evaporated to provide the titled compound in 82% yield. Yields the product C1(=CC=CC=C1)OC(OC1C(OC(C1OCC1=CC=CC=C1)(C=C)C(O[SiH2]C(C)(C)C)(C1=CC=CC=C1)C1=CC=CC=C1)N1C2=NC=NC(=C2N=C1)N)=S (Thiocarbonic acid O-[2-(6-amino-purin-9-yl)-4-benzyloxy-5-(tert-butyl-diphenyl-silanyloxymethyl)-5-vinyl-tetrahydro-furan-3-yl]ester O-phenyl ester). Isolated yield 82.0%. The reactants are CSC1=NC(=O)C(=Cc2cc(C(C)(C)C)c(O)c(C(C)(C)C)c2)O1, CCO, CC(C)(C)[O-], Cl, [K+], N=C(N)N. The product is CC(C)(C)c1cc(C=C2OC(NC(=N)N)=NC2=O)cc(C(C)(C)C)c1O. As a reaction SMILES: [CH3:12][C:13]([CH3:14])([CH3:15])[c:16]1[cH:17][c:18]([CH:27]=[C:28]2[C:29](=[O:35])[N:30]=[C:31]([S:33][CH3:34])[O:32]2)[cH:19][c:20]([C:23]([CH3:24])([CH3:25])[CH3:26])[c:21]1[OH:22].[CH3:36][CH2:37][OH:38].[CH3:6][C:7]([CH3:8])([O-:9])[CH3:10].[ClH:1].[K+:11].[NH2:2][C:3](=[NH:4])[NH2:5]>>[NH:2]=[C:3]([NH:4][C:31]1=[N:30][C:29](=[O:35])[C:28](=[CH:27][c:18]2[cH:17][c:16]([C:13]([CH3:12])([CH3:14])[CH3:15])[c:21]([OH:22])[c:20]([C:23]([CH3:24])([CH3:25])[CH3:26])[cH:19]2)[O:32]1)[NH2:5]. The reactants are C(C)=C1C2C=CC(C1)C2 (5-ethylidene-2-norbornene), triphenylmethyl tetrakis(pentafluorophenyl)borate, C(C(C)C)[Al](CC(C)C)CC(C)C (triisobutyl aluminum), C1C=CC2C1C3CC2C=C3 (dicyclopentadiene), dimethylsilyl (2,3,4,5-tetramethylcyclopentadienyl) (3-tert-butyl-5-methyl-2-phenoxy)titanium dichloride. Product: C=C.C=CC.C(C)=C1C2C=CC(C1)C2.C1C=CC2C1C3CC2C=C3 (ethylene/propylene 5-ethylidene-2-norbornene dicyclopentadiene). Reaction SMILES: [CH:1](=[C:3]1[CH2:8][CH:7]2[CH2:9][CH:4]1[CH:5]=[CH:6]2)[CH3:2].[CH2:10]1[CH:14]2[CH:15]3[CH:19]=[CH:18][CH:17]([CH:13]2[CH:12]=[CH:11]1)[CH2:16]3.C([Al](CC(C)C)CC(C)C)C(C)C>>[CH2:1]=[CH2:2].[CH2:11]=[CH:10][CH3:14].[CH:1](=[C:3]1[CH2:8][CH:7]2[CH2:9][CH:4]1[CH:5]=[CH:6]2)[CH3:2].[CH2:10]1[CH:14]2[CH:15]3[CH:19]=[CH:18][CH:17]([CH:13]2[CH:12]=[CH:11]1)[CH2:16]3 |f:3.4.5.6|. Reported procedure: The procedure in Example 1 was substantially repeated except that the feeding rates of 5-ethylidene-2-norbornene and dicyclopentadiene were 1.00 kg/hour and 0.30 kg/hour, respectively, and-the rates of the catalysts dimethylsilyl (2,3,4,5-tetramethylcyclopentadienyl) (3-tert-butyl-5-methyl-2-phenoxy)titanium dichloride, triphenylmethyl tetrakis(pentafluorophenyl)borate and triisobutyl aluminum were 0.057 g/hour, 1.722 g/hour and 3.300 g/hour, respectively. At a polymerization temperature of 83° ... Starting materials: OC1=C(C(=O)N)C=CC(=C1CC=C)O (2,4-Dihydroxy-3-(2-propenyl)benzamide). The reagents and catalysts are [Pd] (Pd/C). Run in C(C)O (ethanol). The product is OC1=C(C(=O)N)C=CC(=C1CCC)O (2,4-Dihydroxy-3-propylbenzamide). Isolated yield 0.7%. RXN SMILES: [OH:1][C:2]1[C:10]([CH2:11][CH:12]=[CH2:13])=[C:9]([OH:14])[CH:8]=[CH:7][C:3]=1[C:4]([NH2:6])=[O:5]>[Pd].C(O)C>[OH:1][C:2]1[C:10]([CH2:11][CH2:12][CH3:13])=[C:9]([OH:14])[CH:8]=[CH:7][C:3]=1[C:4]([NH2:6])=[O:5]. Procedure details: 2,4-Dihydroxy-3-(2-propenyl)benzamide (575 mg) and 125 ml of ethanol was hydrogenated at 5 psi, room temperature, using 4% Pd/C catalyst for 3 hours. The solvent was removed under vacuum to give the product as an oil (4.25 mg, 74%).